From a dataset of the Open Reaction Database (ORD), a public repository of structured organic reaction records. describe an organic reaction: reactants, conditions, products, and yield Starting materials: O1C(=CC=C1)C=1NC2=CC=C(C=C2C1)S(=O)(=O)C (2-(2-furanyl)-5-methanesulfonylindole), [H-].[Na+] (sodium hydride), [Cl-].[NH4+] (ammonium chloride), FC1=CC=C(CBr)C=C1 (4-fluorobenzyl bromide). The solvent is CN(C=O)C (N,N-dimethylformamide). Reaction conditions: time 15 minute. The product is O1C(=CC=C1)C=1N(C2=CC=C(C=C2C1)S(=O)(=O)C)CC1=CC=C(C=C1)F (2-(2-furanyl)-1-(4-fluorobenzyl)-5-methanesulfonylindole). Isolated yield 61.3%. RXN SMILES: [O:1]1[CH:5]=[CH:4][CH:3]=[C:2]1[C:6]1[NH:7][C:8]2[C:13]([CH:14]=1)=[CH:12][C:11]([S:15]([CH3:18])(=[O:17])=[O:16])=[CH:10][CH:9]=2.[H-].[Na+].[F:21][C:22]1[CH:29]=[CH:28][C:25]([CH2:26]Br)=[CH:24][CH:23]=1.[Cl-].[NH4+]>CN(C)C=O>[O:1]1[CH:5]=[CH:4][CH:3]=[C:2]1[C:6]1[N:7]([CH2:26][C:25]2[CH:28]=[CH:29][C:22]([F:21])=[CH:23][CH:24]=2)[C:8]2[C:13]([CH:14]=1)=[CH:12][C:11]([S:15]([CH3:18])(=[O:17])=[O:16])=[CH:10][CH:9]=2 |f:1.2,4.5|. Procedure details: To a solution of the compound obtained in Example 8 (6) (150 mg) in N,N-dimethylformamide (6 ml), 60% sodium hydride (34.4 mg) was added at 0° C. under nitrogen atmosphere, and the mixture was stirred for 15 minutes. To the mixture was added 4-fluorobenzyl bromide (160 mg), followed by stirring for 2 hours. After completion of the reaction, the reaction solution was poured into a saturated aqueous ammonium chloride solution, extracted with toluene, washed with a saturated aqueous NaCl solution, ... Reactants: C(=C)C1C(C1)(C(=O)OCC)C#N (ethyl 2-vinyl-1-cyanocyclopropane-1-carboxylate), C(C1=CC=CC=C1)C1=CC(=CO1)CO ((5-benzyl-3-furyl)carbinol). Yields the product C(=C)C1C(C1)(C(=O)OCC1=COC(=C1)CC1=CC=CC=C1)C#N ((5-Benzyl-3-furyl)methyl 2-vinyl-1-cyanocyclopropane-1-carboxylate). Isolated yield 85.9%. As a reaction SMILES: [CH:1]([CH:3]1[CH2:5][C:4]1([C:11]#[N:12])[C:6]([O:8][CH2:9][CH3:10])=[O:7])=[CH2:2].[CH2:13]([C:20]1[O:24][CH:23]=C(CO)[CH:21]=1)[C:14]1[CH:19]=[CH:18][CH:17]=[CH:16][CH:15]=1>>[CH:1]([CH:3]1[CH2:5][C:4]1([C:11]#[N:12])[C:6]([O:8][CH2:9][C:10]1[CH:21]=[C:20]([CH2:13][C:14]2[CH:19]=[CH:18][CH:17]=[CH:16][CH:15]=2)[O:24][CH:23]=1)=[O:7])=[CH2:2]. Procedure details: In a manner similar to that described above, a transalcoholysis reaction was carried out using ethyl 2-vinyl-1-cyanocyclopropane-1-carboxylate and (5-benzyl-3-furyl)carbinol. The ratio of reactants, catalyst level, and reaction temperature employed were the same as indicated in Example II. (5-Benzyl-3-furyl)methyl 2-vinyl-1-cyanocyclopropane-1-carboxylate was obtained in 85.9% yield and purified by separation using the liquid chromatographic procedure. The structure of the purified (99.4%) produ... Reactants: Nc1cnc(Oc2cc3ccccc3cn2)c(Cl)c1, O=C(O)c1cccc(S(=O)(=O)Cl)c1. Product: O=C(O)c1cccc(S(=O)(=O)Nc2cnc(Oc3cc4ccccc4cn3)c(Cl)c2)c1. RXN SMILES: [Cl:1][c:2]1[cH:3][c:4]([NH2:19])[cH:5][n:6][c:7]1[O:8][c:9]1[n:10][cH:11][c:12]2[cH:13][cH:14][cH:15][cH:16][c:17]2[cH:18]1.[Cl:20][S:21](=[O:22])(=[O:23])[c:24]1[cH:25][c:26]([C:27](=[O:28])[OH:29])[cH:30][cH:31][cH:32]1>>[Cl:1][c:2]1[cH:3][c:4]([NH:19][S:21](=[O:22])(=[O:23])[c:24]2[cH:25][c:26]([C:27](=[O:28])[OH:29])[cH:30][cH:31][cH:32]2)[cH:5][n:6][c:7]1[O:8][c:9]1[n:10][cH:11][c:12]2[cH:13][cH:14][cH:15][cH:16][c:17]2[cH:18]1. Reactants: resultant mixture, C(C)N1CC(CCC1)CC1=C(C=CC(=C1)F)S(=O)(=O)Cl (2-(1-Ethylpiperidin-3-ylmethyl)-4-fluorobenzenesulfonyl chloride), C(C)N1CC(CCC1)CC1=C(C=CC(=C1)F)S(=O)(=O)Cl (2-(1-Ethylpiperidin-3-ylmethyl)-4-fluorobenzenesulfonyl chloride), NC1=CC=C2[C@@H]3[C@H](COC2=C1C(=O)OC)C3 (methyl (1aR,7bS)-5-amino-1,1a,2,7b-tetrahydrocyclopropa[c]chromene-4-carboxylate), NC1=CC=C2[C@@H]3[C@H](COC2=C1C(=O)OC)C3 (methyl (1aR,7bS)-5-amino-1,1a,2,7b-tetrahydrocyclopropa[c]chromene-4-carboxylate). Run in C(Cl)Cl (DCM), N1=CC=CC=C1 (pyridine). Yields the product C(C)N1CC(CCC1)CC1=C(C=CC(=C1)F)S(=O)(=O)NC1=CC=C2[C@@H]3[C@H](COC2=C1C(=O)OC)C3 (methyl (1aR,7bS)-5-[2-(1-ethylpiperidin-3-ylmethyl)-4-fluoro-benzenesulfonylamino]-1,1a,2,7b-tetrahydrocyclopropa[c]chromene-4-carboxylate). Yield: 21.5%. Reaction SMILES: [CH2:1]([N:3]1[CH2:8][CH2:7][CH2:6][CH:5]([CH2:9][C:10]2[CH:15]=[C:14]([F:16])[CH:13]=[CH:12][C:11]=2[S:17](Cl)(=[O:19])=[O:18])[CH2:4]1)[CH3:2].[NH2:21][C:22]1[C:31]([C:32]([O:34][CH3:35])=[O:33])=[C:30]2[C:25]([C@H:26]3[CH2:36][C@H:27]3[CH2:28][O:29]2)=[CH:24][CH:23]=1>C(Cl)Cl.N1C=CC=CC=1>[CH2:1]([N:3]1[CH2:8][CH2:7][CH2:6][CH:5]([CH2:9][C:10]2[CH:15]=[C:14]([F:16])[CH:13]=[CH:12][C:11]=2[S:17]([NH:21][C:22]2[C:31]([C:32]([O:34][CH3:35])=[O:33])=[C:30]3[C:25]([C@H:26]4[CH2:36][C@H:27]4[CH2:28][O:29]3)=[CH:24][CH:23]=2)(=[O:19])=[O:18])[CH2:4]1)[CH3:2]. Procedure: 2-(1-Ethylpiperidin-3-ylmethyl)-4-fluorobenzenesulfonyl chloride (Intermediate 222, 0.21 g) was added to a solution of methyl (1aR,7bS)-5-amino-1,1a,2,7b-tetrahydrocyclopropa[c]chromene-4-carboxylate (Intermediate 42A 0.290 g) in DCM (10 mL) and pyridine (2 mL) and the resultant mixture was stirred at room temperature for 4 hours. The mixture was evaporated to dryness and the residue was partitioned between DCM and water. The organic layer was dried (Na2SO4), filtered and the filtrate was concen... Reactants: O=C([O-])[O-], C1COCCO1, COc1ccc(-c2cnc(Cl)nc2)cc1, [Cs+], [Cs+], COC(=O)c1ccc(N)cn1, CC(=O)[O-], CC(=O)[O-], [Pd+2]. The product is COC(=O)c1ccc(Nc2ncc(-c3ccc(OC)cc3)cn2)cn1. RXN SMILES: [C:27](=[O:28])([O-:29])[O-:30].[CH2:42]1[O:43][CH2:44][CH2:45][O:46][CH2:47]1.[Cl:12][c:13]1[n:14][cH:15][c:16](-[c:19]2[cH:20][cH:21][c:22]([O:25][CH3:26])[cH:23][cH:24]2)[cH:17][n:18]1.[Cs+:31].[Cs+:32].[NH2:1][c:2]1[cH:3][cH:4][c:5]([C:8](=[O:9])[O:10][CH3:11])[n:6][cH:7]1.[O-:34][C:35]([CH3:36])=[O:37].[O-:38][C:39]([CH3:40])=[O:41].[Pd+2:33]>>[NH:1]([c:2]1[cH:3][cH:4][c:5]([C:8](=[O:9])[O:10][CH3:11])[n:6][cH:7]1)[c:13]1[n:14][cH:15][c:16](-[c:19]2[cH:20][cH:21][c:22]([O:25][CH3:26])[cH:23][cH:24]2)[cH:17][n:18]1. The reactants are Cl (HCl), [Li+].CC(C)[N-]C(C)C (LDA), FC(C1=NC(=CC(=C1C(=O)OCC)Cl)C(F)(F)F)(F)F (Ethyl 2,6-bis(trifluoromethyl)-4-chloro-3-pyridinecarboxylate), C(=O)=O (dry ice). Solvent: O (water), COCCOC (DME), COCCOC (DME). Run at temperature -78 celsius, time 1 hour. Product: FC(C1=NC(=C(C(=C1C(=O)OCC)Cl)C(=O)O)C(F)(F)F)(F)F (3-Ethyl 5-hydrogen 2,6-bis(trifluoromethyl)-4-chloro-3,5-pyridinedicarboxylate). Yield: 37.6%. RXN SMILES: [Li+].CC([N-]C(C)C)C.[F:9][C:10]([F:28])([F:27])[C:11]1[C:16]([C:17]([O:19][CH2:20][CH3:21])=[O:18])=[C:15]([Cl:22])[CH:14]=[C:13]([C:23]([F:26])([F:25])[F:24])[N:12]=1.[C:29](=[O:31])=[O:30].Cl>COCCOC.O>[F:28][C:10]([F:9])([F:27])[C:11]1[C:16]([C:17]([O:19][CH2:20][CH3:21])=[O:18])=[C:15]([Cl:22])[C:14]([C:29]([OH:31])=[O:30])=[C:13]([C:23]([F:24])([F:25])[F:26])[N:12]=1 |f:0.1|. Procedure details: To a -78° C. solution of LDA (0.128 mol) in 85 ml of DME was added a solution of 18.28 g (0.057 mol) of product of Example 9 in 20 ml of DME. The reaction mixture was stirred at -78° C. for 1 hour. To the above solution was added excess of dry ice. After stirring at -78° C. the reaction mixture was warmed to room temperature in 1 hour and poured into 250 ml of water containing 50 ml of concentrated HCl. The oil precipitate was extracted into ether. The ether extract was extracted with saturated ... Reactants: N1=CC=C(C=C1)B(O)O (Pyridine-4-boronic acid), P(=O)([O-])([O-])[O-].[K+].[K+].[K+] (potassium phosphate), BrC=1C=C(C(=NC1)OC)N[C@H]1CN(CCC1)C(=O)OC(C)(C)C ((R)-tert-butyl 3-((5-bromo-2-methoxypyridin-3-yl)amino)piperidine-1-carboxylate). Reagents/catalysts: C1=CC=C(C=C1)P([C-]2C=CC=C2)C3=CC=CC=C3.C1=CC=C(C=C1)P([C-]2C=CC=C2)C3=CC=CC=C3.Cl[Pd]Cl.[Fe+2] (Pd(dppf)Cl2). Run in O1CCOCC1 (dioxane). Conditions: temperature 80 celsius, time 6 hour. Product: COC1=C(C=C(C=N1)C1=CC=NC=C1)N[C@H]1CN(CCC1)C(=O)OC(C)(C)C ((R)-tert-Butyl 3-((6-methoxy-[3,4′-bipyridin]-5-yl)amino)piperidine-1-carboxylate). The yield is 50.2%. RXN SMILES: [N:1]1[CH:6]=[CH:5][C:4](B(O)O)=[CH:3][CH:2]=1.P([O-])([O-])([O-])=O.[K+].[K+].[K+].Br[C:19]1[CH:20]=[C:21]([NH:27][C@@H:28]2[CH2:33][CH2:32][CH2:31][N:30]([C:34]([O:36][C:37]([CH3:40])([CH3:39])[CH3:38])=[O:35])[CH2:29]2)[C:22]([O:25][CH3:26])=[N:23][CH:24]=1>O1CCOCC1.C1C=CC(P(C2C=CC=CC=2)[C-]2C=CC=C2)=CC=1.C1C=CC(P(C2C=CC=CC=2)[C-]2C=CC=C2)=CC=1.Cl[Pd]Cl.[Fe+2]>[CH3:26][O:25][C:22]1[N:23]=[CH:24][C:19]([C:4]2[CH:5]=[CH:6][N:1]=[CH:2][CH:3]=2)=[CH:20][C:21]=1[NH:27][C@@H:28]1[CH2:33][CH2:32][CH2:31][N:30]([C:34]([O:36][C:37]([CH3:40])([CH3:39])[CH3:38])=[O:35])[CH2:29]1 |f:1.2.3.4,7.8.9.10|. Reported procedure: Pyridine-4-boronic acid (0.950 g, 7.77 mmol) and potassium phosphate (2 M, 70 mL) was added to a solution of (R)-tert-butyl 3-((5-bromo-2-methoxypyridin-3-yl)amino)piperidine-1-carboxylate (2.00 g, 5.18 mmol) in dioxane (70 mL). The mixture was degassed for 20 min and then Pd(dppf)Cl2 (1.28 g, 1.55 mmol) was added. The mixture was stirred at 80° C. for 6 h. The mixture was allowed to cool to room temperature and was filtered through celite and concentrated. The residue was purified by chromatogr... Reaction SMILES: [CH3:30][C:31]([CH3:32])([O-:33])[CH3:34].[CH3:36][CH2:37][OH:38].[CH3:39][O:40][CH2:41][CH2:42][O:43][CH3:44].[K+:35].[O:1]=[C:2]1[CH2:3][CH:4]2[CH2:5][CH2:6][CH:7]([CH2:8]1)[N:9]2[C:10](=[O:11])[O:12][C:13]([CH3:14])([CH3:15])[CH3:16].[c:17]1([CH3:18])[cH:19][cH:20][c:21]([S:22](=[O:24])(=[O:25])[CH2:26][N+:27]#[C-:23])[cH:28][cH:29]1>>[CH:2]1([C:26]#[N:27])[CH2:3][CH:4]2[CH2:5][CH2:6][CH:7]([CH2:8]1)[N:9]2[C:10](=[O:11])[O:12][C:13]([CH3:14])([CH3:15])[CH3:16]. Starting materials: CC(C)(C)[O-], CCO, COCCOC, [K+], CC(C)(C)OC(=O)N1C2CCC1CC(=O)C2, [C-]#[N+]CS(=O)(=O)c1ccc(C)cc1. Yields the product CC(C)(C)OC(=O)N1C2CCC1CC(C#N)C2.